The task is: describe an organic reaction: reactants, conditions, products, and yield. This data is from the Open Reaction Database (ORD), a public repository of structured organic reaction records. Reactants: C(C=C)C1=C(C=C(C2=CC=CC=C12)Br)[SiH](C)C (1-Allyldimethylsilyl-4-bromo-naphthalene), 12, C(C)I (ethyl iodide), [Mg] (magnesium), C=O (paraformaldehyde), [NH4+].[Cl-] (NH4Cl). The solvent is C1CCOC1 (THF), C1CCOC1 (THF), C1CCOC1 (THF). Conditions: temperature 65 celsius, time 30 minute. The product is C(C=C)C1=C(C=C(C2=CC=CC=C12)CO)[SiH](C)C (1-Allyldimethylsilyl-4-naphthalenemethanol). Isolated yield 70.2%. RXN SMILES: [Mg].C(I)C.[CH2:5]([C:8]1[C:17]2[C:12](=[CH:13][CH:14]=[CH:15][CH:16]=2)[C:11](Br)=[CH:10][C:9]=1[SiH:19]([CH3:21])[CH3:20])[CH:6]=[CH2:7].[CH2:22]=[O:23].[NH4+].[Cl-]>C1COCC1>[CH2:5]([C:8]1[C:17]2[C:12](=[CH:13][CH:14]=[CH:15][CH:16]=2)[C:11]([CH2:22][OH:23])=[CH:10][C:9]=1[SiH:19]([CH3:21])[CH3:20])[CH:6]=[CH2:7] |f:4.5|. Procedure: To a vigorously stirred suspension of activated magnesium turning (480 mg, 20 mmol) in dry THF (70 mL) were added a piece of 12 and ethyl iodide (50 μL). The reaction mixture was heated to reflux until the red color disappeared. Heating (65° C.) of the suspension was continued while a solution of 1-allyldimethylsilyl-4-bromo-naphthalene (1 Scheme 26, 3.0 g, 10 mmol) in THF (20 mL) was added over a period of 15 min. Upon completion of the addition, the gray solution was heated further for 10 min ...